Dataset: the Open Reaction Database (ORD), a public repository of structured organic reaction records. Task: describe an organic reaction: reactants, conditions, products, and yield Starting materials: Cl.C(C)N=C=NCCCN(C)C (1-ethyl-3-(3-dimethylaminopropyl) carbodiimide hydrochloride), C(C)O (ethanol), CC(C)(C)OC(=O)N1C[C@@H](CC1)CC(=O)O (((3S)-1-{[(1,1-dimethylethyl)oxy]carbonyl}-3-pyrrolidinyl)acetic acid). Reagents/catalysts: CN(C1=CC=NC=C1)C (4-(dimethylamino)pyridine). Solvent: C(C)OCC (diethyl ether), CCOCC (ether). Reaction conditions: time 40 hour. Product: C(C)OC(C[C@H]1CN(CC1)C(=O)OC(C)(C)C)=O (1,1-dimethylethyl (3S)-3-[2-(ethyloxy)-2-oxoethyl]-1-pyrrolidinecarboxylate). Isolated yield 95.0%. As a reaction SMILES: [CH3:1][C:2]([O:5][C:6]([N:8]1[CH2:12][CH2:11][C@@H:10]([CH2:13][C:14]([OH:16])=[O:15])[CH2:9]1)=[O:7])([CH3:4])[CH3:3].Cl.[CH2:18](N=C=NCCCN(C)C)[CH3:19].C(O)C>C(OCC)C.CN(C)C1C=CN=CC=1>[CH2:18]([O:15][C:14](=[O:16])[CH2:13][C@@H:10]1[CH2:11][CH2:12][N:8]([C:6]([O:5][C:2]([CH3:1])([CH3:3])[CH3:4])=[O:7])[CH2:9]1)[CH3:19] |f:1.2|. Procedure details: In an oven-dried 2 L round bottom flask under nitrogen, ((3S)-1-{[(1,1-dimethylethyl)oxy]carbonyl}-3-pyrrolidinyl)acetic acid (60 g, 262 mmol) dissolved in diethyl ether (600 mL) was treated with 1-ethyl-3-(3-dimethylaminopropyl) carbodiimide hydrochloride (55.2 g, 288 mmol), 4-(dimethylamino)pyridine (3.20 g, 26.2 mmol), and ethanol (33.6 ml, 576 mmol) at room temperature and the mixture was stirred for 40 h. The reaction mixture began as a white suspension, but then became a pale yellow soluti... Reactants: [Li] (Lithium), N (ammonia), OC=1C=C2C3=C(C(N(C2=CC1C(CCCC1=CC=CC=C1)C)C)(C)C)CCCC3=O (5,6,7,8,9,10-hexahydro-2-hydroxy-3-(1-methyl-4-phenylbutyl)-10-oxo-5,6,6-trimethylbenzo[c]quinoline). Solvent: O1CCCC1 (tetrahydrofuran). The product is OC=1C=C2[C@H]3[C@H](C(N(C2=CC1C(CCCC1=CC=CC=C1)C)C)(C)C)CCCC3=O (trans-5,6,6a,7,8,9,10,10a-Octahydro-2-hydroxy-3-(1-methyl-4-phenylbutyl)-10-oxo-5,6,6-trimethylbenzo[c]quinoline). RXN SMILES: [Li].N.[OH:3][C:4]1[CH:5]=[C:6]2[C:11](=[CH:12][C:13]=1[CH:14]([CH3:24])[CH2:15][CH2:16][CH2:17][C:18]1[CH:23]=[CH:22][CH:21]=[CH:20][CH:19]=1)[N:10]([CH3:25])[C:9]([CH3:27])([CH3:26])[C:8]1[CH2:28][CH2:29][CH2:30][C:31](=[O:32])[C:7]2=1>O1CCCC1>[OH:3][C:4]1[CH:5]=[C:6]2[C:11](=[CH:12][C:13]=1[CH:14]([CH3:24])[CH2:15][CH2:16][CH2:17][C:18]1[CH:23]=[CH:22][CH:21]=[CH:20][CH:19]=1)[N:10]([CH3:25])[C:9]([CH3:26])([CH3:27])[C@@H:8]1[CH2:28][CH2:29][CH2:30][C:31](=[O:32])[C@@H:7]21 |^1:0|. Reported procedure: Lithium metal, 1.2 g., in 1000 ml. of anhydrous ammonia and 4.03 g. (10 mmole) of 5,6,7,8,9,10-hexahydro-2-hydroxy-3-(1-methyl-4-phenylbutyl)-10-oxo-5,6,6-trimethylbenzo[c]quinoline in 500 ml. of tetrahydrofuran were reacted by the procedure of Example 9 and the resulting mixture of 6a,10a-cis and 6a,10a-trans isomers was isolated and separated by silica gel chromatography as described therein.